This data is from the Open Reaction Database (ORD), a public repository of structured organic reaction records. The task is: describe an organic reaction: reactants, conditions, products, and yield The reactants are C(C)(C)(C)OC(=O)N1CCN(CC1)C(=O)C1=C(N(C2=CN=CC=C21)C2=CC=CC=C2)CC2=C(C(=CC=C2)F)C (4-[2-(3-Fluoro-2-methyl-benzyl)-1-phenyl-1H-pyrrolo[2,3-c]pyridine-3-carbonyl]-piperazine-1-carboxylic acid tert-butyl ester), Cl.Cl.FC=1C(=C(CC2=C(C=3C(=CN=CC3)N2C2=CC=CC=C2)C(=O)N2CCNCC2)C=CC1)C ([2-(3-fluoro-2-methyl-benzyl)-1-phenyl-1H-pyrrolo[2,3-c]pyridin-3-yl]-piperazin-1-yl-methanone dihydrochloride), Cl (hydrochloric acid). Product: FC=1C(=C(CC2=C(C=3C(=CN=CC3)N2C2=CC=CC=C2)C(=O)N2CCNCC2)C=CC1)C ([2-(3-Fluoro-2-methyl-benzyl)-1-phenyl-1H-pyrrolo[2,3-c]pyridin-3-yl]-piperazin-1-yl-methanone). Isolated yield 37.3%. As a reaction SMILES: C(OC([N:8]1[CH2:13][CH2:12][N:11]([C:14]([C:16]2[C:24]3[C:19](=[CH:20][N:21]=[CH:22][CH:23]=3)[N:18]([C:25]3[CH:30]=[CH:29][CH:28]=[CH:27][CH:26]=3)[C:17]=2[CH2:31][C:32]2[CH:37]=[CH:36][CH:35]=[C:34]([F:38])[C:33]=2[CH3:39])=[O:15])[CH2:10][CH2:9]1)=O)(C)(C)C.Cl.Cl.Cl.FC1C(C)=C(C=CC=1)CC1N(C2C=CC=CC=2)C2=CN=CC=C2C=1C(N1CCNCC1)=O>>[F:38][C:34]1[C:33]([CH3:39])=[C:32]([CH:37]=[CH:36][CH:35]=1)[CH2:31][C:17]1[N:18]([C:25]2[CH:26]=[CH:27][CH:28]=[CH:29][CH:30]=2)[C:19]2=[CH:20][N:21]=[CH:22][CH:23]=[C:24]2[C:16]=1[C:14]([N:11]1[CH2:10][CH2:9][NH:8][CH2:13][CH2:12]1)=[O:15] |f:2.3.4|. Procedure details: The compound of step 1 (120 mg, 226 μmol) was reacted analogously as described in example 1, step 7. Dissolution of the obtained solid in a small quantity of MOH, addition of hydrochloric acid (0.1 M) and lyophilization overnight yielded 36.1 mg of the title compound in the form of the [2-(3-fluoro-2-methyl-benzyl)-1-phenyl-1H-pyrrolo[2,3-c]pyridin-3-yl]-piperazin-1-yl-methanone dihydrochloride. Starting materials: C(C)(=O)C1=C(C=C(C(=O)NC2(CCCCCC2)C(=O)O)C=C1)OCCC=1C=C(C=CC1)C (1-[4-Acetyl-3-(2-m-tolyl-ethoxy)-benzoylamino]-cycloheptanecarboxylic acid), [BH4-].[Na+] (Sodium borohydride). Solvent: CO (methanol). Conditions: time 72 hour. Product: OC(C)C1=C(C=C(C(=O)NC2(CCCCCC2)C(=O)O)C=C1)OCCC=1C=C(C=CC1)C (1-[4-(1-Hydroxy-ethyl)-3-(2-m-tolyl-ethoxy)-benzoylamino]-cycloheptanecarboxylic acid). Isolated yield 16.6%. As a reaction SMILES: [C:1]([C:4]1[CH:22]=[CH:21][C:7]([C:8]([NH:10][C:11]2([C:18]([OH:20])=[O:19])[CH2:17][CH2:16][CH2:15][CH2:14][CH2:13][CH2:12]2)=[O:9])=[CH:6][C:5]=1[O:23][CH2:24][CH2:25][C:26]1[CH:27]=[C:28]([CH3:32])[CH:29]=[CH:30][CH:31]=1)(=[O:3])[CH3:2].[BH4-].[Na+]>CO>[OH:3][CH:1]([C:4]1[CH:22]=[CH:21][C:7]([C:8]([NH:10][C:11]2([C:18]([OH:20])=[O:19])[CH2:17][CH2:16][CH2:15][CH2:14][CH2:13][CH2:12]2)=[O:9])=[CH:6][C:5]=1[O:23][CH2:24][CH2:25][C:26]1[CH:27]=[C:28]([CH3:32])[CH:29]=[CH:30][CH:31]=1)[CH3:2] |f:1.2|. Reported procedure: The compound of example 60 (300 mg, 0.686 mmol) was dissolved in methanol (6 ml) and cooled in an ice bath. Sodium borohydride (79 mg, 2.06 mmol) was added, the mixture was kept at 0° C. for 72 h, and then evaporated to dryness. The residue was partitioned between EA and 2 N hydrochloric acid, the aqueous phase was extracted with EA, the combined organic phases were dried over sodium sulfate and evaporated to dryness. The residue was stirred with diethyl ether and the solidified material was fil... Starting materials: C(C)(C)(C)[Si](C1=CC=CC=C1)(C1=CC=CC=C1)OC1CCC(CC1)C#C (tert-butyl [(4-ethynylcyclohexyl)oxy]diphenylsilane), C1(CC1)COC=1C=CC(=C(C1)O)I (5-(cyclopropylmethoxy)-2-iodophenol), CN(C(=N)N(C)C)C (1,1,3,3-tetramethylguanidine). Reagents/catalysts: Cl[Pd]([P](C1=CC=CC=C1)(C2=CC=CC=C2)C3=CC=CC=C3)([P](C4=CC=CC=C4)(C5=CC=CC=C5)C6=CC=CC=C6)Cl (bis(triphenylphosphine)palladium(II) dichloride), [Cu](I)I (copper iodide). The solvent is CN(C)C=O (DMF). The product is C(C)(C)(C)[Si](C1=CC=CC=C1)(C1=CC=CC=C1)OC1CCC(CC1)C=1OC2=C(C1)C=CC(=C2)OCC2CC2 (tert-butyl({4-[6-(cyclopropylmethoxy)-1-benzofuran-2-yl]cyclohexyl}oxy)diphenylsilane). Isolated yield 66.0%. As a reaction SMILES: [C:1]([Si:5]([O:18][CH:19]1[CH2:24][CH2:23][CH:22]([C:25]#[CH:26])[CH2:21][CH2:20]1)([C:12]1[CH:17]=[CH:16][CH:15]=[CH:14][CH:13]=1)[C:6]1[CH:11]=[CH:10][CH:9]=[CH:8][CH:7]=1)([CH3:4])([CH3:3])[CH3:2].[CH:27]1([CH2:30][O:31][C:32]2[CH:33]=[CH:34][C:35](I)=[C:36]([OH:38])[CH:37]=2)[CH2:29][CH2:28]1.CN(C)C(N(C)C)=N>CN(C=O)C.Cl[Pd](Cl)([P](C1C=CC=CC=1)(C1C=CC=CC=1)C1C=CC=CC=1)[P](C1C=CC=CC=1)(C1C=CC=CC=1)C1C=CC=CC=1.[Cu](I)I>[C:1]([Si:5]([O:18][CH:19]1[CH2:20][CH2:21][CH:22]([C:25]2[O:38][C:36]3[CH:37]=[C:32]([O:31][CH2:30][CH:27]4[CH2:28][CH2:29]4)[CH:33]=[CH:34][C:35]=3[CH:26]=2)[CH2:23][CH2:24]1)([C:12]1[CH:17]=[CH:16][CH:15]=[CH:14][CH:13]=1)[C:6]1[CH:11]=[CH:10][CH:9]=[CH:8][CH:7]=1)([CH3:4])([CH3:3])[CH3:2] |^1:55,74|. Reported procedure: A solution of tert-butyl [(4-ethynylcyclohexyl)oxy]diphenylsilane (3.52 g), 5-(cyclopropylmethoxy)-2-iodophenol (2.82 g), bis(triphenylphosphine)palladium(II) dichloride (0.34 g), copper iodide (0.09 g) and 1,1,3,3-tetramethylguanidine (3.65 mL) in DMF (30 mL) was stirred at room temperature overnight under an argon atmosphere. The reaction mixture was extracted with ethyl acetate and water. The obtained organic layer was washed with saturated brine, dried over anhydrous magnesium sulfate, and c... The reactants are ClCCl, CN=C=O, CCOC(C)=O, CCOC(=O)C=Cc1ccc(N)cc1, O. The product is CCOC(=O)C=Cc1ccc(NC(=O)NC)cc1. As a reaction SMILES: [CH2:26]([Cl:27])[Cl:28].[CH3:15][N:16]=[C:17]=[O:18].[CH3:19][CH2:20][O:21][C:22](=[O:23])[CH3:24].[NH2:1][c:2]1[cH:3][cH:4][c:5]([CH:6]=[CH:7][C:8](=[O:9])[O:10][CH2:11][CH3:12])[cH:13][cH:14]1.[OH2:25]>>[NH:1]([c:2]1[cH:3][cH:4][c:5]([CH:6]=[CH:7][C:8](=[O:9])[O:10][CH2:11][CH3:12])[cH:13][cH:14]1)[C:17]([NH:16][CH3:15])=[O:18]. Reactants: C([C@@H](O)C1CCCCC1)(=O)O ((S)-hexahydromandelic acid), [OH-].[K+] (KOH), C(C1=CC=CC=C1)Br (benzyl bromide). Reagents/catalysts: [I-].C(CCC)[N+](CCCC)(CCCC)CCCC (tetrabutylammonium iodide). The solvent is C(Cl)(Cl)Cl (CHCl3). Conditions: temperature 70 celsius, time 1.5 hour. The product is C([C@@H](O)C1CCCCC1)(=O)OCC1=CC=CC=C1 (Benzyl (S)-Hexahydromandelate). The yield is 77.5%. Reaction SMILES: [C:1]([OH:11])(=[O:10])[C@H:2]([CH:4]1[CH2:9][CH2:8][CH2:7][CH2:6][CH2:5]1)[OH:3].[OH-].[K+].[CH2:14](Br)[C:15]1[CH:20]=[CH:19][CH:18]=[CH:17][CH:16]=1>[I-].C([N+](CCCC)(CCCC)CCCC)CCC.C(Cl)(Cl)Cl>[C:1]([O:11][CH2:14][C:15]1[CH:20]=[CH:19][CH:18]=[CH:17][CH:16]=1)(=[O:10])[C@H:2]([CH:4]1[CH2:9][CH2:8][CH2:7][CH2:6][CH2:5]1)[OH:3] |f:1.2,4.5|. Reported procedure: A solution of 500 mg (3.2 mmol) of (S)-hexahydromandelic acid and 238 mg (0.6 mmol) of tetrabutylammonium iodide in 6.5 mL of CHCl3 was treated with 6.5 mL of 0.5 N KOH and 0.38 mL (3.2 mmol)of benzyl bromide then stirred at 70° C. for 1.5 h. The reaction was cooled to rt and the layers were separated. The aqueous phase was extracted with 2×50 mL CH2Cl2. The organic phases were combined, dried over Na2SO4 and concentrated. Flash chromatography using 17:3 v/v hexanes/EtOAc as the eluant afforded ... The reactants are ClC1=C(C=C(C(=C1)F)[N+](=O)[O-])O (2-chloro-4-fluoro-5-nitrophenol), C([O-])([O-])=O.[K+].[K+] (potassium carbonate), resultant mixture, IC (iodomethane). Run in CC(=O)C (acetone), C(C)OCC (diethyl ether). Conditions: time 18 hour. Product: ClC1=C(C=C(C(=C1)F)[N+](=O)[O-])OC (1-chloro-5-fluoro-2-methoxy-4-nitrobenzene). Isolated yield 76.4%. As a reaction SMILES: [Cl:1][C:2]1[CH:7]=[C:6]([F:8])[C:5]([N+:9]([O-:11])=[O:10])=[CH:4][C:3]=1[OH:12].[C:13](=O)([O-])[O-].[K+].[K+].IC>CC(C)=O.C(OCC)C>[Cl:1][C:2]1[CH:7]=[C:6]([F:8])[C:5]([N+:9]([O-:11])=[O:10])=[CH:4][C:3]=1[O:12][CH3:13] |f:1.2.3|. Procedure details: To a stirred solution of 8.0 g (0.042 mole) of 2-chloro-4-fluoro-5-nitrophenol in 200 mL of acetone was added 6.09 g (0.0435 mole) of potassium carbonate. The mixture was heated at reflux temperature for 15 minutes, and 8.9 g (0.063 mole) of iodomethane was added. The resultant mixture was heated at reflux temperature for 5 hours, then stirred at room temperature for approximately 18 hours. The mixture was filtered and the filtrate evaporated under reduced pressure to leave a residue. The residu...